Dataset: the Open Reaction Database (ORD), a public repository of structured organic reaction records. Task: describe an organic reaction: reactants, conditions, products, and yield As a reaction SMILES: [Cl:1][C:2]1[CH:7]=[CH:6][C:5]([C:8]2[CH:13]=[C:12]([CH2:14][OH:15])[N:11]3[N:16]=[CH:17][C:18](I)=[C:10]3[N:9]=2)=[CH:4][CH:3]=1.[C:20]([C:22]1[CH:23]=[CH:24][C:25]([NH2:28])=[N:26][CH:27]=1)#[CH:21]>>[NH2:28][C:25]1[N:26]=[CH:27][C:22]([C:20]#[C:21][C:18]2[CH:17]=[N:16][N:11]3[C:12]([CH2:14][OH:15])=[CH:13][C:8]([C:5]4[CH:6]=[CH:7][C:2]([Cl:1])=[CH:3][CH:4]=4)=[N:9][C:10]=23)=[CH:23][CH:24]=1. Starting materials: ClC1=CC=C(C=C1)C1=NC=2N(C(=C1)CO)N=CC2I ([5-(4-chloro-phenyl)-3-iodo-pyrazolo[1,5-a]pyrimidin-7-yl]-methanol), C(#C)C=1C=CC(=NC1)N (5-ethynyl-pyridin-2-ylamine). Procedure: The title compound was prepared from [5-(4-chloro-phenyl)-3-iodo-pyrazolo[1,5-a]pyrimidin-7-yl]-methanol (example C.14 step 2) (193 mg, 0.5 mmol) and 5-ethynyl-pyridin-2-ylamine (example D.1) (59 mg, 0.5 mmol) according to general procedure II. Obtained as an orange solid (111 mg, 59%). MS (ISP) 376.4 [(M+H)+]; mp 215-217° C. Yields the product NC1=CC=C(C=N1)C#CC=1C=NN2C1N=C(C=C2CO)C2=CC=C(C=C2)Cl ([3-(6-Amino-pyridin-3-ylethynyl)-5-(4-chloro-phenyl)-pyrazolo[1,5-a]pyrimidin-7-yl]-methanol), solid. The yield is 59.0%. Reactants: CC(=O)OC(C)=O, CC#N, NCCC(=O)O, [Na+], O=C([O-])O. Yields the product CC(=O)NCCC(=O)O. As a reaction SMILES: [CH3:10][C:11](=[O:12])[O:13][C:14](=[O:15])[CH3:16].[CH3:7][C:8]#[N:9].[NH2:1][CH2:2][CH2:3][C:4](=[O:5])[OH:6].[Na+:21].[O-:17][C:18]([OH:19])=[O:20]>>[NH:1]([CH2:2][CH2:3][C:4](=[O:5])[OH:6])[C:11]([CH3:10])=[O:12]. Reactants: OC1=CC=C(C=C1)CCOC(CC(=O)C)=O (2-(4-hydroxyphenyl)ethylacetoacetate), N\C(=C/C(=O)OC)\C (methyl β-amino-crotonate), [N+](=O)([O-])C=1C=C(C=O)C=CC1 (3-nitrobenzaldehyde). The solvent is CO (methanol). Yields the product CC=1NC(=C(C(C1C(=O)OC)C1=CC(=CC=C1)[N+](=O)[O-])C(=O)OCCC1=CC=C(C=C1)O)C (2,6-dimethyl-3-methoxycarbonyl-4-(3-nitrophenyl)-5-[2-(4-hydroxyphenyl)ethoxycarbonyl]-1,4-dihydropyridine). Isolated yield 68.0%. RXN SMILES: [OH:1][C:2]1[CH:7]=[CH:6][C:5]([CH2:8][CH2:9][O:10][C:11](=[O:16])[CH2:12][C:13]([CH3:15])=O)=[CH:4][CH:3]=1.[NH2:17]/[C:18](/[CH3:24])=[CH:19]\[C:20]([O:22][CH3:23])=[O:21].[N+:25]([C:28]1[CH:29]=[C:30]([CH:33]=[CH:34][CH:35]=1)[CH:31]=O)([O-:27])=[O:26]>CO>[CH3:24][C:18]1[NH:17][C:13]([CH3:15])=[C:12]([C:11]([O:10][CH2:9][CH2:8][C:5]2[CH:6]=[CH:7][C:2]([OH:1])=[CH:3][CH:4]=2)=[O:16])[CH:31]([C:30]2[CH:33]=[CH:34][CH:35]=[C:28]([N+:25]([O-:27])=[O:26])[CH:29]=2)[C:19]=1[C:20]([O:22][CH3:23])=[O:21]. Reported procedure: A mixture of 4.3 g of 2-(4-hydroxyphenyl)ethylacetoacetate (10), 2.3 g of methyl β-amino-crotonate, 2.9 g of 3-nitrobenzaldehyde and 70 mL of methanol was heated at reflux for 12 hours. The solvent was removed under reduced pressure and the residue purified by silica gel chromatography using 50:50 ethyl acetate-hexane to yield 5.9 g of 2,6-dimethyl-3-methoxycarbonyl-4-(3-nitrophenyl)-5-[2-(4-hydroxyphenyl)ethoxycarbonyl]-1,4-dihydropyridine (11), as an amorphous solid. The reactants are S1C=C(C=C1)[C@@H]1NC=2C=CC=CC2[C@H]2[C@@H]1CCN2C(=O)[C@@H]2[C@@H](CCCC2)NC(C2=CC=CC=C2)=O (N-((1R,2S)-2-{[(3aR*,4R*,9bR*)-4-(3-thienyl)-2,3,3a,4,5,9b-hexahydro-1H-pyrrolo[3,2-c]quinolin-1-yl]carbonyl}cyclohexyl)benzamide), S1C=C(C=C1)[C@@H]1NC=2C=CC=CC2[C@@H]2[C@H]1CCN2C(=O)[C@@H]2[C@@H](CCCC2)NC(C2=CC=CC=C2)=O (N-((1R,2S)-2-{[(3aS*,4R*,9bS*)-4-(3-thienyl)-2,3,3a,4,5,9b-hexahydro-1H-pyrrolo[3,2-c]quinolin-1-yl]carbonyl}cyclohexyl)benzamide). Reagents/catalysts: [O-2].[O-2].[Mn+4] (manganese dioxide). Run in C1(=CC=CC=C1)C (toluene). Yields the product S1C=C(C=C1)C1=NC=2C=CC=CC2C2=C1CCN2C(=O)[C@@H]2[C@@H](CCCC2)NC(C2=CC=CC=C2)=O (N-((1R,2S)-2-{[4-(3-Thienyl)-2,3-dihydro-1H-pyrrolo[3,2-c]quinolin-1-yl]carbonyl}cyclohexyl)benzamide). The yield is 17.0%. Reaction SMILES: [S:1]1[CH:5]=[CH:4][C:3]([C@H:6]2[C@H:15]3[CH2:16][CH2:17][N:18]([C:19]([C@H:21]4[CH2:26][CH2:25][CH2:24][CH2:23][C@H:22]4[NH:27][C:28](=[O:35])[C:29]4[CH:34]=[CH:33][CH:32]=[CH:31][CH:30]=4)=[O:20])[C@H:14]3[C:13]3[CH:12]=[CH:11][CH:10]=[CH:9][C:8]=3[NH:7]2)=[CH:2]1.S1C=CC([C@H]2[C@@H]3CCN(C([C@H]4CCCC[C@H]4NC(=O)C4C=CC=CC=4)=O)[C@@H]3C3C=CC=CC=3N2)=C1>C1(C)C=CC=CC=1.[O-2].[O-2].[Mn+4]>[S:1]1[CH:5]=[CH:4][C:3]([C:6]2[C:15]3[CH2:16][CH2:17][N:18]([C:19]([C@H:21]4[CH2:26][CH2:25][CH2:24][CH2:23][C@H:22]4[NH:27][C:28](=[O:35])[C:29]4[CH:34]=[CH:33][CH:32]=[CH:31][CH:30]=4)=[O:20])[C:14]=3[C:13]3[CH:12]=[CH:11][CH:10]=[CH:9][C:8]=3[N:7]=2)=[CH:2]1 |f:3.4.5|. Procedure details: A mixture of N-((1R,2S)-2-{[(3aR*,4R*,9bR*)-4-(3-thienyl)-2,3,3a,4,5,9b-hexahydro-1H-pyrrolo[3,2-c]quinolin-1-yl]carbonyl}cyclohexyl)benzamide and N-((1R,2S)-2-{[(3aS*,4R*,9bS*)-4-(3-thienyl)-2,3,3a,4,5,9b-hexahydro-1H-pyrrolo[3,2-c]quinolin-1-yl]carbonyl}cyclohexyl)benzamide (422 mg, 0.87 mmol) was dissolved in toluene (30 ml), manganese dioxide (7.6 g, 87 mmol) was added and the mixture was refluxed overnight. The reaction mixture was filtered through celite and washed with methanol. The filtr... The reactants are N1=C(Cl)N=C(Cl)N=C1Cl (cyanuric chloride), CC1(NC(CC(C1)OC(C1=CC=CC=C1)=O)(C)C)C (2,2,6,6-tetramethyl-4-benzoyloxypiperidine). The solvent is C=1(C(=CC=CC1)C)C (xylene). Product: ClC1=NC(=NC(=N1)Cl)N1C(CC(CC1(C)C)OC(C1=CC=CC=C1)=O)(C)C (2,4-Dichloro-6-(2,2,6,6-tetramethyl-4-benzoyloxy-piperidin-1-yl)-1,3,5-triazine). Reaction SMILES: [N:1]1[C:8]([Cl:9])=[N:7][C:5](Cl)=[N:4][C:2]=1[Cl:3].[CH3:10][C:11]1([CH3:28])[CH2:16][CH:15]([O:17][C:18](=[O:25])[C:19]2[CH:24]=[CH:23][CH:22]=[CH:21][CH:20]=2)[CH2:14][C:13]([CH3:27])([CH3:26])[NH:12]1>C1(C)C(C)=CC=CC=1>[Cl:9][C:8]1[N:1]=[C:2]([Cl:3])[N:4]=[C:5]([N:12]2[C:13]([CH3:27])([CH3:26])[CH2:14][CH:15]([O:17][C:18](=[O:25])[C:19]3[CH:24]=[CH:23][CH:22]=[CH:21][CH:20]=3)[CH2:16][C:11]2([CH3:28])[CH3:10])[N:7]=1. Procedure details: 46.1 g of cyanuric chloride and 136.0 g of 2,2,6,6-tetramethyl-4-benzoyloxypiperidine are reacted in 300 ml of xylene as described in Example 1 and worked up. After recrystallization from isopropanol, 2,4-dichloro-6-(2,2,6,6-tetramethyl-4-benzoyloxy-piperidin-1-yl)-1,3,5-triazine are obtained as colorless crystals having a melting point of 145°.